From a dataset of the Open Reaction Database (ORD), a public repository of structured organic reaction records. describe an organic reaction: reactants, conditions, products, and yield Starting materials: Cl.C(C)(C)(C)OC(CCNC)=O (3-methylaminopropionic acid tert-butyl ester hydrochloride), O.ON1N=NC2=C1C=CC=C2 (1-hydroxybenzotriazole hydrate), Cl.CN(CCCN=C=NCC)C (1-(3-dimethylaminopropyl)-3-ethylcarbodiimide hydrochloride), C(C)OC(=O)N1[C@@H](C[C@@H](C2=NC(=CC=C12)OC)NC1=NC=C(C(=N1)CC1=CC(=CC(=C1)C(F)(F)F)C(F)(F)F)C(=O)O)CC ((2R,4S)-4-{[3,5-Bis(trifluoromethyl)benzyl]-(5-carboxypyrimidin-2-yl)}amino-2-ethyl-6-methoxy-3,4-dihydro-2H-[1,5]naphthyridine-1-carboxylic acid ethyl ester). Run in C(C)N(CC)CC (triethylamine), CN(C=O)C (N,N-dimethylformamide). Reaction conditions: time 21 hour. Yields the product C(C)OC(=O)N1[C@@H](C[C@@H](C2=NC(=CC=C12)OC)NC1=NC=C(C(=N1)CC1=CC(=CC(=C1)C(F)(F)F)C(F)(F)F)C(N(C)CCC(=O)O)=O)CC ((2R,4S)-4-([3,5-bis-(trifluoromethyl)benzyl]-{5-[(2-carboxyethyl)methylcarbamoyl]pyrimidin-2-yl})amino-2-ethyl-6-methoxy-3,4-dihydro-2H-[1,5]naphthyridine-1-carboxylic acid ethyl ester). Yield: 98.2%. Reaction SMILES: [CH2:1]([O:3][C:4]([N:6]1[C:15]2[C:10](=[N:11][C:12]([O:16][CH3:17])=[CH:13][CH:14]=2)[C@@H:9]([NH:18][C:19]2[N:24]=[C:23]([CH2:25][C:26]3[CH:31]=[C:30]([C:32]([F:35])([F:34])[F:33])[CH:29]=[C:28]([C:36]([F:39])([F:38])[F:37])[CH:27]=3)[C:22]([C:40](O)=[O:41])=[CH:21][N:20]=2)[CH2:8][C@H:7]1[CH2:43][CH3:44])=[O:5])[CH3:2].Cl.C([O:50][C:51](=[O:56])[CH2:52][CH2:53][NH:54][CH3:55])(C)(C)C.O.ON1C2C=CC=CC=2N=N1.Cl.CN(C)CCCN=C=NCC>CN(C)C=O.C(N(CC)CC)C>[CH2:1]([O:3][C:4]([N:6]1[C:15]2[C:10](=[N:11][C:12]([O:16][CH3:17])=[CH:13][CH:14]=2)[C@@H:9]([NH:18][C:19]2[N:24]=[C:23]([CH2:25][C:26]3[CH:31]=[C:30]([C:32]([F:35])([F:34])[F:33])[CH:29]=[C:28]([C:36]([F:37])([F:39])[F:38])[CH:27]=3)[C:22]([C:40](=[O:41])[N:54]([CH2:53][CH2:52][C:51]([OH:56])=[O:50])[CH3:55])=[CH:21][N:20]=2)[CH2:8][C@H:7]1[CH2:43][CH3:44])=[O:5])[CH3:2] |f:1.2,3.4,5.6|. Procedure details: (2R,4S)-4-{[3,5-Bis(trifluoromethyl)benzyl]-(5-carboxypyrimidin-2-yl)}amino-2-ethyl-6-methoxy-3,4-dihydro-2H-[1,5]naphthyridine-1-carboxylic acid ethyl ester (200 mg) is dissolved in N,N-dimethylformamide (2 ml), and thereto are added triethylamine (53 μl), 3-methylaminopropionic acid tert-butyl ester hydrochloride (101.14 mg), 1-hydroxybenzotriazole hydrate (65 mg) and 1-(3-dimethylaminopropyl)-3-ethylcarbodiimide hydrochloride (92 mg) under ice-cooling. The mixture is stirred at room temperatu... Reactants: ClCCl, CCOC(=O)C(C)Oc1ccc(C=O)cc1, O=C(OO)c1cccc(Cl)c1, O. Yields the product CCOC(=O)C(C)Oc1ccc(O)cc1. RXN SMILES: [CH2:17]([Cl:18])[Cl:19].[CH:1](=[O:2])[c:3]1[cH:4][cH:5][c:6]([O:7][CH:8]([C:9](=[O:10])[O:11][CH2:12][CH3:13])[CH3:14])[cH:15][cH:16]1.[Cl:20][c:21]1[cH:22][cH:23][cH:24][c:25]([C:26]([O:27][OH:29])=[O:28])[cH:30]1.[OH2:31]>>[c:3]1([OH:28])[cH:4][cH:5][c:6]([O:7][CH:8]([C:9](=[O:10])[O:11][CH2:12][CH3:13])[CH3:14])[cH:15][cH:16]1.